This data is from the Open Reaction Database (ORD), a public repository of structured organic reaction records. The task is: describe an organic reaction: reactants, conditions, products, and yield RXN SMILES: [ClH:16].[NH2:13][C:14]#[N:15].[NH2:1][c:2]1[cH:3][c:4]([OH:12])[cH:5][c:6]([C:8]([F:9])([F:10])[F:11])[cH:7]1.[O:17]1[CH2:18][CH2:19][O:20][CH2:21][CH2:22]1>>[NH:1]([c:2]1[cH:3][c:4]([OH:12])[cH:5][c:6]([C:8]([F:9])([F:10])[F:11])[cH:7]1)[C:14](=[NH:13])[NH2:15]. The product is N=C(N)Nc1cc(O)cc(C(F)(F)F)c1. Reactants: Cl, N#CN, Nc1cc(O)cc(C(F)(F)F)c1, C1COCCO1. Reactants: CC(Oc1c(N)ncc2c(Br)coc12)c1c(Cl)ccc(F)c1Cl, O=C(O)c1cc(B(O)O)cs1, O=C([O-])[O-], C1COCCO1, ClCCl, [K+], [K+], O. The product is CC(Oc1c(N)ncc2c(-c3csc(C(=O)O)c3)coc12)c1c(Cl)ccc(F)c1Cl. As a reaction SMILES: [Br:1][c:2]1[cH:3][o:4][c:5]2[c:6]1[cH:7][n:8][c:9]([NH2:23])[c:10]2[O:11][CH:12]([CH3:13])[c:14]1[c:15]([Cl:22])[c:16]([F:21])[cH:17][cH:18][c:19]1[Cl:20].[C:24](=[O:25])([OH:26])[c:27]1[s:28][cH:29][c:30]([B:32]([OH:33])[OH:34])[cH:31]1.[C:35](=[O:36])([O-:37])[O-:38].[CH2:41]1[O:42][CH2:43][CH2:44][O:45][CH2:46]1.[Cl:48][CH2:49][Cl:50].[K+:39].[K+:40].[OH2:47]>>[c:2]1(-[c:30]2[cH:29][s:28][c:27]([C:24](=[O:25])[OH:26])[cH:31]2)[cH:3][o:4][c:5]2[c:6]1[cH:7][n:8][c:9]([NH2:23])[c:10]2[O:11][CH:12]([CH3:13])[c:14]1[c:15]([Cl:22])[c:16]([F:21])[cH:17][cH:18][c:19]1[Cl:20]. Starting materials: COC=1C=C2CCCC(C2=CC1)=O (3,4-dihydro-6-methoxy-1-naphthalenone), 1,3-diketone, arylaminonicotinate, C1(=CC=C(C=C1)S(=O)(=O)O)C (p-toluenesulfonic acid), diketone, ketone, C1(=CC=CC=C1)NC1=C(C(=O)OC)C=CC=N1 (methyl 2-phenylaminonicotinate), COC=1C=C2CCC(C(C2=CC1)=O)C(=O)C=1C(=NC=CC1)NC1=CC=CC=C1 (3,4-dihydro-6-methoxy-2-[[2-(phenylamino)-3-pyridinyl]-carbonyl]-1(2H)-napthalenone). Run at time 8 hour. Yields the product COC1=CC=2CCC3=C(N(C4=NC=CC=C4C3=O)C3=CC=CC=C3)C2C=C1 (5,6-dihydro-3-methoxy-12-phenylnaphtho[1,2-b][1,8]naphthyridin-7(12H)-one). RXN SMILES: COC1C=C2C(=CC=1)C(=O)CCC2.C1(NC2N=CC=CC=2C(OC)=O)C=CC=CC=1.[CH3:31][O:32][C:33]1[CH:34]=[C:35]2[C:40](=[CH:41][CH:42]=1)[C:39](=O)[CH:38]([C:44]([C:46]1[C:47]([NH:52][C:53]3[CH:58]=[CH:57][CH:56]=[CH:55][CH:54]=3)=[N:48][CH:49]=[CH:50][CH:51]=1)=[O:45])[CH2:37][CH2:36]2.C1(C)C=CC(S(O)(=O)=O)=CC=1>>[CH3:31][O:32][C:33]1[CH:42]=[CH:41][C:40]2[C:39]3[N:52]([C:53]4[CH:58]=[CH:57][CH:56]=[CH:55][CH:54]=4)[C:47]4[C:46]([C:44](=[O:45])[C:38]=3[CH2:37][CH2:36][C:35]=2[CH:34]=1)=[CH:51][CH:50]=[CH:49][N:48]=4. Procedure details: For example, with 3,4-dihydro-6-methoxy-1-naphthalenone as the ketone and methyl 2-phenylaminonicotinate as the arylaminonicotinate, the 1,3-diketone, 3,4-dihydro-6-methoxy-2-[[2-(phenylamino)-3-pyridinyl]-carbonyl]-1(2H)-napthalenone, results from the process of Example 8. To cyclize, reflux 9 g of the diketone in 400 ml of soluene containing a catalytic amount of p-toluenesulfonic acid. Collect the evolved water in a Dean-Stark trap. Remove the heat after 21/2 hours and allow the mixture to st...